This data is from the Open Reaction Database (ORD), a public repository of structured organic reaction records. The task is: describe an organic reaction: reactants, conditions, products, and yield Reactants: C(C)C(C(=O)N)OC1=C(C=C(C=C1)Cl)CNC(=O)OC(C)(C)C (Ethyl-2-t-Butoxycarbonylaminomethyl-4-Chlorophenoxyacetamide). The solvent is C(Cl)Cl.C(=O)(C(F)(F)F)O (methylene chloride TFA). Yields the product C(C)C(C(=O)N)OC1=C(C=C(C=C1)Cl)CN (Ethyl-2-Aminomethyl-4-Chlorophenoxyacetamide). Reaction SMILES: [CH2:1]([CH:3]([O:7][C:8]1[CH:13]=[CH:12][C:11]([Cl:14])=[CH:10][C:9]=1[CH2:15][NH:16]C(OC(C)(C)C)=O)[C:4]([NH2:6])=[O:5])[CH3:2]>C(Cl)Cl.C(O)(C(F)(F)F)=O>[CH2:1]([CH:3]([O:7][C:8]1[CH:13]=[CH:12][C:11]([Cl:14])=[CH:10][C:9]=1[CH2:15][NH2:16])[C:4]([NH2:6])=[O:5])[CH3:2] |f:1.2|. Procedure: Ethyl-2-t-butoxycarbonylaminomethyl-4-chlorophenoxyacetamide from Step F was dissolved in 2:1 methylene chloride/TFA (3 ml) and after 15 min the solvent was evaporated in vacuo. The residue was dissolved in water and the solution was washed with methylene chloride (twice). The aqueous layer was then basified with saturated sodium carbonate solution and NaCl was added to saturation. The mixture was extracted with ethyl acetate, and the organic layer was dried (Na2SO4) and evaporated in vacuo to g... Starting materials: Cl (hydrochloric acid), [OH-].[Na+] (NaOH), O (water), CCOC(=O)[C@H](CCC=1C=CC=CC1)N[C@@H](C)C(=O)N2[C@H]3CCCC[C@@H]3C[C@H]2C(=O)O (Trandolapril). The solvent is C(C)O (ethanol). Reaction conditions: time 19 hour. Yields the product C[C@@H](C(=O)N1[C@H]2CCCC[C@@H]2C[C@H]1C(=O)O)N[C@@H](CCC=3C=CC=CC3)C(=O)O (Trandolaprilat). As a reaction SMILES: [OH-].[Na+].O.CC[O:6][C:7]([C@@H:9]([NH:18][C@H:19]([C:21]([N:23]1[C@H:31]([C:32]([OH:34])=[O:33])[CH2:30][C@@H:29]2[C@@H:24]1[CH2:25][CH2:26][CH2:27][CH2:28]2)=[O:22])[CH3:20])[CH2:10][CH2:11][C:12]1[CH:13]=[CH:14][CH:15]=[CH:16][CH:17]=1)=[O:8].Cl>C(O)C>[CH3:20][C@H:19]([NH:18][C@H:9]([C:7]([OH:8])=[O:6])[CH2:10][CH2:11][C:12]1[CH:13]=[CH:14][CH:15]=[CH:16][CH:17]=1)[C:21]([N:23]1[C@H:31]([C:32]([OH:34])=[O:33])[CH2:30][C@@H:29]2[C@@H:24]1[CH2:25][CH2:26][CH2:27][CH2:28]2)=[O:22] |f:0.1|. Procedure details: A solution of NaOH (0.96 g, 22.68 mmol; assay=94.52%), water (22 ml), ethanol (22 ml, technical grade, contains ˜5% 2-propanol) and Trandolapril (4.5 g, 10.42 mmol; assay=99.7%) was stirred at an internal temperature ranging from about 20° C. to about 25° C. for 19 hours. After an in process control showed an almost complete saponification (by HPLC), the clear solution was acidified at a temperature ranging from about 20° C. to about 25° C. with 2N aqueous hydrochloric acid to a pH of 3.8 (22.8 ... RXN SMILES: Cl[C:2]1[CH:7]=[C:6]([N:8]([CH2:14][CH2:15][CH:16]2[CH2:21][CH2:20][CH2:19][CH2:18][CH2:17]2)C(=O)OCC)[N:5]=[C:4]2[NH:22][CH:23]=[N:24][C:3]=12.O.[NH2:26]N>>[NH2:26][C:2]1[CH:7]=[C:6]([NH:8][CH2:14][CH2:15][CH:16]2[CH2:21][CH2:20][CH2:19][CH2:18][CH2:17]2)[N:5]=[C:4]2[NH:22][CH:23]=[N:24][C:3]=12 |f:1.2|. Yields the product NC1=C2C(=NC(=C1)NCCC1CCCCC1)NC=N2 (7-amino-N-(2-cyclohexylethyl)-3H-imidazo[4,5-b]pyridin-5-amine). Reported procedure: A mixture of 100 mg ethyl N-(7-chloro-3H-imidazo[4,5-b]pyridin-5-yl)-N-(2-cyclohexylethyl)-carbamate in 1 ml of hydrazine monohydrate is heated at 120° in a sealed tube for 24 hours. The solvent is evaporated in vacuo and 5 ml of methanol saturated with ammonia is added to the residue. This is followed by 0.1 ml of a suspension of Raney nickel in methanol saturated with ammonia. The mixture is heated in a sealed tube at 130° for 24 hours. The catalyst is filtered and washed with methanol, and th... Reactants: ClC1=C2C(=NC(=C1)N(C(OCC)=O)CCC1CCCCC1)NC=N2 (ethyl N-(7-chloro-3H-imidazo[4,5-b]pyridin-5-yl)-N-(2-cyclohexylethyl)-carbamate), O.NN (hydrazine monohydrate). Reactants: COc1ccccc1C(=O)Cl, COc1ccc2[nH]c(C)c(CCN3CCCCC3CC3CCCCC3)c2c1, [H-], [Na+], [Na], CN(C)C=O. Product: COc1ccc2c(c1)c(CCN1CCCCC1CC1CCCCC1)c(C)n2C(=O)c1ccccc1OC. RXN SMILES: [CH3:31][O:32][c:33]1[c:34]([C:35](=[O:36])[Cl:37])[cH:38][cH:39][cH:40][cH:41]1.[CH:1]1([CH2:7][CH:8]2[N:9]([CH2:14][CH2:15][c:16]3[c:17]([CH3:27])[nH:18][c:19]4[cH:20][cH:21][c:22]([O:25][CH3:26])[cH:23][c:24]34)[CH2:10][CH2:11][CH2:12][CH2:13]2)[CH2:2][CH2:3][CH2:4][CH2:5][CH2:6]1.[H-:28].[Na+:29].[Na:30].[O:42]=[CH:43][N:44]([CH3:45])[CH3:46]>>[CH:1]1([CH2:7][CH:8]2[N:9]([CH2:14][CH2:15][c:16]3[c:17]([CH3:27])[n:18]([C:35]([c:34]4[c:33]([O:32][CH3:31])[cH:41][cH:40][cH:39][cH:38]4)=[O:36])[c:19]4[cH:20][cH:21][c:22]([O:25][CH3:26])[cH:23][c:24]34)[CH2:10][CH2:11][CH2:12][CH2:13]2)[CH2:2][CH2:3][CH2:4][CH2:5][CH2:6]1. Reactants: CNCCO (2-(methylamino)ethanol), [H-].[Na+] (NaH), ClC1=CC=C(C=N1)\C(=C(\CC)/C1=CC=CC=C1)\C1=CC=C(C=C1)O ((Z)-4-(1-(6-chloropyridin-3-yl)-2-phenylbut-1-enyl)phenol). The solvent is C1CCOC1 (THF). Reaction conditions: time 1 hour. Product: CNCCOC1=CC=C(C=N1)\C(=C(\CC)/C1=CC=CC=C1)\C1=CC=C(C=C1)O ((Z)-4-(1-(6-(2-(methylamino)ethoxy)pyridin-3-yl)-2-phenylbut-1-enyl)phenol). Isolated yield 59.8%. RXN SMILES: [CH3:1][NH:2][CH2:3][CH2:4][OH:5].[H-].[Na+].Cl[C:9]1[N:14]=[CH:13][C:12](/[C:15](/[C:25]2[CH:30]=[CH:29][C:28]([OH:31])=[CH:27][CH:26]=2)=[C:16](\[C:19]2[CH:24]=[CH:23][CH:22]=[CH:21][CH:20]=2)/[CH2:17][CH3:18])=[CH:11][CH:10]=1>C1COCC1>[CH3:1][NH:2][CH2:3][CH2:4][O:5][C:9]1[N:14]=[CH:13][C:12](/[C:15](/[C:25]2[CH:26]=[CH:27][C:28]([OH:31])=[CH:29][CH:30]=2)=[C:16](\[C:19]2[CH:24]=[CH:23][CH:22]=[CH:21][CH:20]=2)/[CH2:17][CH3:18])=[CH:11][CH:10]=1 |f:1.2|. Procedure: To a stirred solution of 2-(methylamino)ethanol (672 mg, 10 eq) in 20 mL anhydrous THF was added NaH (373 mg, 8.0 eq) at 0° C. The mixture was stirred at rt for 1 h, then to the mixture was added (Z)-4-(1-(6-chloropyridin-3-yl)-2-phenylbut-1-enyl)phenol (300 mg, 1 eq, made from example 1). The reaction was heated at reflux for 16 h, cooled, quenched with sat. NH4Cl, and extracted with CH2Cl2. The extract was dried, concentrated, and purified by column chromatography to give the desired product (... Reactants: COc1cc2c(Oc3cc(C)c(C)cc3C(C)=O)ccnc2cc1OCc1ccccc1, CS(=O)(=O)O, O=C(O)C(F)(F)F. The product is COc1cc2c(Oc3cc(C)c(C)cc3C(C)=O)ccnc2cc1O. RXN SMILES: [CH2:1]([c:2]1[cH:3][cH:4][cH:5][cH:6][cH:7]1)[O:8][c:9]1[c:10]([O:31][CH3:32])[cH:11][c:12]2[c:13]([O:19][c:20]3[c:21]([C:28]([CH3:29])=[O:30])[cH:22][c:23]([CH3:27])[c:24]([CH3:26])[cH:25]3)[cH:14][cH:15][n:16][c:17]2[cH:18]1.[CH3:33][S:34](=[O:35])(=[O:36])[OH:37].[OH:38][C:39]([C:40]([F:41])([F:42])[F:43])=[O:44]>>[OH:8][c:9]1[c:10]([O:31][CH3:32])[cH:11][c:12]2[c:13]([O:19][c:20]3[c:21]([C:28]([CH3:29])=[O:30])[cH:22][c:23]([CH3:27])[c:24]([CH3:26])[cH:25]3)[cH:14][cH:15][n:16][c:17]2[cH:18]1. The reactants are C(C)(=O)O[BH-](OC(C)=O)OC(C)=O.[Na+] (sodium triacetoxyborohydride), CC1=NN(C2=CC=CC(=C12)NC(=O)C1=CN=C2N1C=CC(=C2)CC=O)CC2=NC(=CC=C2)C (N-(3-methyl-1-((6-methylpyridin-2-yl)methyl)-1H-indazol-4-yl)-7-(2-oxoethyl)imidazo[1,2-a]pyridine-3-carboxamide), CNC (dimethylamine), C(C)(=O)O[BH-](OC(C)=O)OC(C)=O.[Na+] (sodium triacetoxyborohydride). Solvent: CO.CCO (MeOH EtOH). Run at time 8 hour. Product: CN(CCC1=CC=2N(C=C1)C(=CN2)C(=O)NC2=C1C(=NN(C1=CC=C2)CC2=NC(=CC=C2)C)C)C (7-(2-(dimethylamino)ethyl)-N-(3-methyl-1-((6-methylpyridin-2-yl)methyl)-1H-indazol-4-yl)imidazo[1,2-a]pyridine-3-carboxamide). The yield is 20.8%. RXN SMILES: [CH3:1][C:2]1[C:10]2[C:5](=[CH:6][CH:7]=[CH:8][C:9]=2[NH:11][C:12]([C:14]2[N:18]3[CH:19]=[CH:20][C:21]([CH2:23][CH:24]=O)=[CH:22][C:17]3=[N:16][CH:15]=2)=[O:13])[N:4]([CH2:26][C:27]2[CH:32]=[CH:31][CH:30]=[C:29]([CH3:33])[N:28]=2)[N:3]=1.[CH3:34][NH:35][CH3:36].C(O[BH-](OC(=O)C)OC(=O)C)(=O)C.[Na+]>CO.CCO>[CH3:34][N:35]([CH3:36])[CH2:24][CH2:23][C:21]1[CH:20]=[CH:19][N:18]2[C:14]([C:12]([NH:11][C:9]3[CH:8]=[CH:7][CH:6]=[C:5]4[C:10]=3[C:2]([CH3:1])=[N:3][N:4]4[CH2:26][C:27]3[CH:32]=[CH:31][CH:30]=[C:29]([CH3:33])[N:28]=3)=[O:13])=[CH:15][N:16]=[C:17]2[CH:22]=1 |f:2.3,4.5|. Procedure: A solution of N-(3-methyl-1-((6-methylpyridin-2-yl)methyl)-1H-indazol-4-yl)-7-(2-oxoethyl)imidazo[1,2-a]pyridine-3-carboxamide (33 mg, 0.068 mmol) and dimethylamine (0.34 mL, 0.68 mmol) in 1.4 mL of a 1:1 MeOH/EtOH mixture was treated at ambient temperature with excess (10 equivalents) sodium triacetoxyborohydride. The reaction mixture was stirred overnight at ambient temperature. Another 10 equivalents of sodium triacetoxyborohydride were added, and stirring was continued for a few more hours. ... Starting materials: [Br-], CCCC[N+](CCCC)(CCCC)CCCC, Cc1ccc(O)cc1F, O, O=[N+]([O-])O. Product: Cc1cc([N+](=O)[O-])c(O)cc1F. Reaction SMILES: [Br-:14].[CH3:15][CH2:16][CH2:17][CH2:18][N+:19]([CH2:20][CH2:21][CH2:22][CH3:23])([CH2:24][CH2:25][CH2:26][CH3:27])[CH2:28][CH2:29][CH2:30][CH3:31].[F:1][c:2]1[cH:3][c:4]([OH:9])[cH:5][cH:6][c:7]1[CH3:8].[OH2:32].[OH:10][N+:11]([O-:12])=[O:13]>>[F:1][c:2]1[cH:3][c:4]([OH:9])[c:5]([N+:11](=[O:10])[O-:12])[cH:6][c:7]1[CH3:8]. Starting materials: C1(=CC=CC=C1)CCOC=1C=C(C=CC1)C(C)=O (3'-(2-phenylethoxy)acetophenone), C[Si](C)(C)[N-][Si](C)(C)C.[Li+] (lithium bis(trimethylsilyl)amide), Cl[Si](C)(C)C (chlorotrimethylsilane), diethyl ester, C1(=CC=CC=C1)CCSC(C(=O)O)C(=O)O ([(2-phenylethyl)thio]-propanedioic acid). Solvent: C1CCOC1 (THF). Product: OC1=C(C(OC(=C1)C1=CC(=CC=C1)OCCC1=CC=CC=C1)=O)SCCC1=CC=CC=C1 (4-Hydroxy-6-[3-(2-phenylethoxy)phenyl]-3-[(2-phenylethyl)thio]-2H-pyran-2-one). As a reaction SMILES: [C:1]1([CH2:7][CH2:8][O:9][C:10]2[CH:11]=[C:12]([C:16](=[O:18])[CH3:17])[CH:13]=[CH:14][CH:15]=2)[CH:6]=[CH:5][CH:4]=[CH:3][CH:2]=1.C[Si]([N-][Si](C)(C)C)(C)C.[Li+].Cl[Si](C)(C)C.[C:34]1([CH2:40][CH2:41][S:42][CH:43]([C:47](O)=[O:48])[C:44](O)=[O:45])[CH:39]=[CH:38][CH:37]=[CH:36][CH:35]=1>C1COCC1>[OH:48][C:47]1[CH:17]=[C:16]([C:12]2[CH:13]=[CH:14][CH:15]=[C:10]([O:9][CH2:8][CH2:7][C:1]3[CH:6]=[CH:5][CH:4]=[CH:3][CH:2]=3)[CH:11]=2)[O:18][C:44](=[O:45])[C:43]=1[S:42][CH2:41][CH2:40][C:34]1[CH:35]=[CH:36][CH:37]=[CH:38][CH:39]=1 |f:1.2|. Reported procedure: The title compound was prepared by Method A using 3'-(2-phenylethoxy)acetophenone (0.336 g, 1.40 mmol), lithium bis(trimethylsilyl)amide (0.257 g, 1.54 mmol), chlorotrimethylsilane (0.195 mL, 1.54 mmol), THF (15 mL), and diethyl ester of [(2-phenylethyl)thio]-propanedioic acid (0.417 g, 1.40 mmol). m.p. 104-106° C.; 1H NMR (400 MHz, DMSO-d6) δ2.75 (t, 2 H), 2.97 (t, 2 H), 3.04 (t, 2 H), 4.25 (t, 2 H), 6.79 (s, 1 H), 7.25 (m, 14H), 11.95 (bs, 1 H).